Dataset: the Open Reaction Database (ORD), a public repository of structured organic reaction records. Task: describe an organic reaction: reactants, conditions, products, and yield The reactants are [Li+].N1(CCCC1)C[C@H]1N(CCC1)C(=O)C1=CC=C(OCC2=CC=C(C(=O)[O-])C=C2)C=C1 (4-[4-(2-(S)-Pyrrolidin-1-ylmethyl-pyrrolidine-1-carbonyl)-phenoxymethyl]-benzoic acid lithium salt), N1CCCCC1 (piperidine). Yields the product N1(CCCCC1)C(=O)C1=CC=C(COC2=CC=C(C=C2)C(=O)N2[C@@H](CCC2)CN2CCCC2)C=C1 ({4-[4-(Piperidine-1-carbonyl)-benzyloxy]-phenyl}-(2-(S)-pyrrolidin-1-ylmethyl-pyrrolidin-1-yl)-methanone). As a reaction SMILES: [Li+].[N:2]1([CH2:7][C@@H:8]2[CH2:12][CH2:11][CH2:10][N:9]2[C:13]([C:15]2[CH:31]=[CH:30][C:18]([O:19][CH2:20][C:21]3[CH:29]=[CH:28][C:24]([C:25]([O-])=[O:26])=[CH:23][CH:22]=3)=[CH:17][CH:16]=2)=[O:14])[CH2:6][CH2:5][CH2:4][CH2:3]1.[NH:32]1[CH2:37][CH2:36][CH2:35][CH2:34][CH2:33]1>>[N:32]1([C:25]([C:24]2[CH:28]=[CH:29][C:21]([CH2:20][O:19][C:18]3[CH:17]=[CH:16][C:15]([C:13]([N:9]4[CH2:10][CH2:11][CH2:12][C@H:8]4[CH2:7][N:2]4[CH2:6][CH2:5][CH2:4][CH2:3]4)=[O:14])=[CH:31][CH:30]=3)=[CH:22][CH:23]=2)=[O:26])[CH2:37][CH2:36][CH2:35][CH2:34][CH2:33]1 |f:0.1|. Procedure: The title compound is prepared in a manner substantially analogous to Procedure D from 4-[4-(2-(S)-Pyrrolidin-1-ylmethyl-pyrrolidine-1-carbonyl)-phenoxymethyl]-benzoic acid lithium salt and piperidine. MS (ES+) 476.2 Reactants: C(=O)(O)C(CCC1=CC=CC=C1)NC1C(NC2=C(CC1)C=CC=C2)=O (3-(1-carboxy-3-phenylpropylamino)-2,3,4,5-tetrahydro-1H-[1]benzazepin-2-one), C([O-])(O)=O.[Na+] (sodium bicarbonate), C(C)I (ethyl iodide). The solvent is CC(=O)N(C)C (dimethylacetamide). Product: C(C)OC(=O)C(CCC1=CC=CC=C1)NC1C(NC2=C(CC1)C=CC=C2)=O (3-(1-ethoxycarbonyl-3-phenylpropylamino)-2,3,4,5-tetrahydro-1H-[1]benzazepin-2-one). RXN SMILES: [C:1]([CH:4]([NH:13][CH:14]1[CH2:20][CH2:19][C:18]2[CH:21]=[CH:22][CH:23]=[CH:24][C:17]=2[NH:16][C:15]1=[O:25])[CH2:5][CH2:6][C:7]1[CH:12]=[CH:11][CH:10]=[CH:9][CH:8]=1)([OH:3])=[O:2].C(=O)(O)[O-].[Na+].[CH2:31](I)[CH3:32]>CC(N(C)C)=O>[CH2:31]([O:2][C:1]([CH:4]([NH:13][CH:14]1[CH2:20][CH2:19][C:18]2[CH:21]=[CH:22][CH:23]=[CH:24][C:17]=2[NH:16][C:15]1=[O:25])[CH2:5][CH2:6][C:7]1[CH:12]=[CH:11][CH:10]=[CH:9][CH:8]=1)=[O:3])[CH3:32] |f:1.2|. Procedure: A solution of 3-(1-carboxy-3-phenylpropylamino)-2,3,4,5-tetrahydro-1H-[1]benzazepin-2-one (6.0 g), sodium bicarbonate (4.0 g), and ethyl iodide (11.6 g) in dimethylacetamide (200 ml) was stirred at room temperature under nitrogen for 72 hours. The reaction mixture was filtered and evaporated under high vacuum. Water (250 ml) was added, and the resulting solution extracted with dichloromethane (2×400 ml). The combined extracts were dried over magnesium sulfate and the solvent removed under reduce...